Task: describe an organic reaction: reactants, conditions, products, and yield. Dataset: the Open Reaction Database (ORD), a public repository of structured organic reaction records Starting materials: NC1=CC=CC=C1 (aniline), IC1=CC(=C(C=C1)N=C=S)C(C)C (4-iodo-2-isopropylphenyl isothiocyanate), C(C)(C)C1=C(N)C=CC=C1 (2-Isopropylaniline), IC1=CC(=C(N)C=C1)C(C)C (4-iodo-2-isopropylaniline), OCCN (2-hydroxyethylamine), O=S(Cl)Cl (SOCl2). Product: NC1(CCCC1)CO (1-Amino-1-(hydroxymethyl)cyclopentane), Cl.NC1(CCCC1)CCl (1-amino-1-(chloromethyl)cyclopentane HCl salt). Reaction SMILES: C([C:4]1[CH:10]=[CH:9][CH:8]=[CH:7][C:5]=1[NH2:6])(C)C.I[C:12]1[CH:18]=[CH:17][C:15]([NH2:16])=[C:14](C(C)C)[CH:13]=1.NC1C=CC=CC=1.IC1C=CC(N=C=S)=C(C(C)C)C=1.[OH:42]CCN.O=S(Cl)[Cl:48]>>[NH2:6][C:5]1([CH2:4][OH:42])[CH2:7][CH2:8][CH2:9][CH2:10]1.[ClH:48].[NH2:16][C:15]1([CH2:14][Cl:48])[CH2:13][CH2:12][CH2:18][CH2:17]1 |f:7.8|. Procedure details: 2-Isopropylaniline was converted to 4-iodo-2-isopropylaniline according to Method A5a. The aniline was converted to 4-iodo-2-isopropylphenyl isothiocyanate according to Method A2b. 1-Amino-1-(hydroxymethyl)cyclopentane was synthesized as described in Method B1c. The 2-hydroxyethylamine was reacted with SOCl2 according to Method B7a to give 1-amino-1-(chloromethyl)cyclopentane HCl salt. The 2-chloroethylamine was reacted with 4-iodo-2-isopropylphenyl isothiocyanate according to Method C1a to give... The reactants are BrCC1CO1, [Na+], [OH-], O, Oc1ccc(-c2csnn2)cc1. Product: c1cc(-c2csnn2)ccc1OCC1CO1. Reaction SMILES: [Br:15][CH2:16][CH:17]1[CH2:18][O:19]1.[Na+:2].[OH-:1].[OH2:20].[OH:3][c:4]1[cH:5][cH:6][c:7](-[c:10]2[n:11][n:12][s:13][cH:14]2)[cH:8][cH:9]1>>[O:3]([c:4]1[cH:5][cH:6][c:7](-[c:10]2[n:11][n:12][s:13][cH:14]2)[cH:8][cH:9]1)[CH2:16][CH:17]1[CH2:18][O:19]1. Reactants: base, N (ammonia), [Cl-].[NH4+] (ammonium chloride), Cl (hydrochloride), CN(C)C(C1C(CCCC1)=O)C1=CC=C(C=C1)F (2-[dimethylamino-(4-fluorophenyl)methyl]cyclohexanone), C(C1=CC=CC=C1)[Mg]Cl (benzylmagnesium chloride). Solvent: O1CCCC1 (tetrahydrofuran), O (water). Run at time 15 hour. The product is crude base, Cl.C(C1=CC=CC=C1)C1(C(CCCC1)C(C1=CC=C(C=C1)F)N(C)C)O (1-benzyl-2-[dimethylamino-(4-fluoro-phenyl)methyl]cyclohexanol, hydrochloride). Yield: 63.3%. Reaction SMILES: Cl.[CH3:2][N:3]([CH:5]([C:13]1[CH:18]=[CH:17][C:16]([F:19])=[CH:15][CH:14]=1)[CH:6]1[CH2:11][CH2:10][CH2:9][CH2:8][C:7]1=[O:12])[CH3:4].N.[CH2:21]([Mg][Cl:29])[C:22]1[CH:27]=[CH:26][CH:25]=[CH:24][CH:23]=1.[Cl-].[NH4+]>O1CCCC1.O>[ClH:29].[CH2:21]([C:7]1([OH:12])[CH2:8][CH2:9][CH2:10][CH2:11][CH:6]1[CH:5]([N:3]([CH3:2])[CH3:4])[C:13]1[CH:14]=[CH:15][C:16]([F:19])=[CH:17][CH:18]=1)[C:22]1[CH:27]=[CH:26][CH:25]=[CH:24][CH:23]=1 |f:4.5,8.9|. Reported procedure: The base was freed from 3.2 g (11.2 mmole) of the hydrochloride of 2-[dimethylamino-(4-fluorophenyl)methyl]cyclohexanone obtained according to stage 1 with 30 ml of water and 10 ml of ammonia solution (25 vol. %), extracted three times with 30 ml of ether each time, and the combined organic extracts were dried over sodium sulfate, filtered, and concentrated by evaporation on a rotary evaporator without heating (500 to 10 mbar). 2.69 g (10.8 mmole) of this base were dissolved in 10 ml of tetrahyd...